From a dataset of the Open Reaction Database (ORD), a public repository of structured organic reaction records. describe an organic reaction: reactants, conditions, products, and yield Reactants: ClC=1C=2N(C=CN1)C(=NC2I)CCC(=O)O (3-(8-chloro-1-iodoimidazo[1,5-a]pyrazin-3-yl)propanoic acid), C(C)NCCO (2-(ethylamino)ethanol), Cl.C(C)N=C=NCCCN(C)C (1-ethyl-3-(3-(dimethylamino)propyl)-carbodiimide hydrochloride), O.ON1N=NC2=C1C=CC=C2 (1-hydroxybenzotriazole hydrate), CN1CCOCC1 (N-methylmorpholine). Solvent: CN(C)C=O (DMF). Product: N1(N=NC2=C1C=CC=C2)OC=2C=1N(C=CN2)C(=NC1I)CCC(=O)N(CCO)CC (3-(8-(1H-benzo(d)(1,2,3)triazol-1-yloxy)-1-iodoimidazo[1,5-a]pyrazin-3-yl)-N-ethyl-N-(2-hydroxyethyl)propanamide). As a reaction SMILES: Cl[C:2]1[C:3]2[N:4]([C:8]([CH2:12][CH2:13][C:14]([OH:16])=O)=[N:9][C:10]=2[I:11])[CH:5]=[CH:6][N:7]=1.[CH2:17]([NH:19][CH2:20][CH2:21][OH:22])[CH3:18].Cl.C(N=C=NCCCN(C)C)C.O.[OH:36][N:37]1[C:41]2[CH:42]=[CH:43][CH:44]=[CH:45][C:40]=2[N:39]=[N:38]1.CN1CCOCC1>CN(C=O)C>[N:37]1([O:36][C:2]2[C:3]3[N:4]([C:8]([CH2:12][CH2:13][C:14]([N:19]([CH2:17][CH3:18])[CH2:20][CH2:21][OH:22])=[O:16])=[N:9][C:10]=3[I:11])[CH:5]=[CH:6][N:7]=2)[C:41]2[CH:42]=[CH:43][CH:44]=[CH:45][C:40]=2[N:39]=[N:38]1 |f:2.3,4.5|. Procedure details: A mixture of EXAMPLE 74B (1.3 g), 2-(ethylamino)ethanol (0.363 g), 1-ethyl-3-(3-(dimethylamino)propyl)-carbodiimide hydrochloride (0.78 g), 1-hydroxybenzotriazole hydrate (0.623 g), and N-methylmorpholine (0.748 g) in 5 mL DMF was stirred at room temperature for 10 hours. The reaction mixture was extracted with ethyl acetate 3 times and the combined extracts were washed (brine), dried (MgSO4) and concentrated. The residue was purified by flash chromatography with 0-4% methanol/CH2Cl2 to afford 3... Reactants: [BH4-], COc1cc(C=O)ccc1OCc1nc(-c2ccccc2)cn1C, [Na+], C1CCOC1, O. Yields the product COc1cc(CO)ccc1OCc1nc(-c2ccccc2)cn1C. Reaction SMILES: [BH4-:25].[CH3:1][O:2][c:3]1[cH:4][c:5]([CH:6]=[O:7])[cH:8][cH:9][c:10]1[O:11][CH2:12][c:13]1[n:14]([CH3:24])[cH:15][c:16](-[c:18]2[cH:19][cH:20][cH:21][cH:22][cH:23]2)[n:17]1.[Na+:26].[O:28]1[CH2:29][CH2:30][CH2:31][CH2:32]1.[OH2:27]>>[CH3:1][O:2][c:3]1[cH:4][c:5]([CH2:6][OH:7])[cH:8][cH:9][c:10]1[O:11][CH2:12][c:13]1[n:14]([CH3:24])[cH:15][c:16](-[c:18]2[cH:19][cH:20][cH:21][cH:22][cH:23]2)[n:17]1. Starting materials: C(C)N1C2=CC=CC=C2C=2C=C(C=CC12)N (9-ethyl-9H-carbazol-3-amine), C[Al](C)C (trimethylaluminium), C1(CCCCO1)=O (δ-valerolactone), Cl (hydrochloric acid). The solvent is C1(=CC=CC=C1)C (toluene), C1(=CC=CC=C1)C (toluene). Run at time 30 minute. Yields the product C(C)N1C2=CC=CC=C2C=2C=C(C=CC12)NC(CCCCO)=O (N-(9-ethyl-9H-carbazol-3-yl)-5-hydroxypentanamide). Isolated yield 94.5%. RXN SMILES: [CH2:1]([N:3]1[C:15]2[CH:14]=[CH:13][C:12]([NH2:16])=[CH:11][C:10]=2[C:9]2[C:4]1=[CH:5][CH:6]=[CH:7][CH:8]=2)[CH3:2].C[Al](C)C.[C:21]1(=[O:27])[O:26][CH2:25][CH2:24][CH2:23][CH2:22]1.Cl>C1(C)C=CC=CC=1>[CH2:1]([N:3]1[C:15]2[CH:14]=[CH:13][C:12]([NH:16][C:25](=[O:26])[CH2:24][CH2:23][CH2:22][CH2:21][OH:27])=[CH:11][C:10]=2[C:9]2[C:4]1=[CH:5][CH:6]=[CH:7][CH:8]=2)[CH3:2]. Procedure: To a solution of 9-ethyl-9H-carbazol-3-amine (300 mg, 1.43 mmol) in toluene (4 mL) was added trimethylaluminium (1.8M in toluene solution, 1.189 mL, 2.14 mmol), and the mixture was stirred at room temperature for 30 min. To the reaction mixture was added a solution of δ-valerolactone (0.129 mL, 1.43 mmol) in toluene (4 mL) at room temperature, and the mixture was stirred at 80° C. for 4 hr. The reaction mixture was cooled to 0° C., neutralized with 1N hydrochloric acid, and extracted with ethyl ... The reactants are COC1=C(C=CC(=C1)OC)C (2,4-dimethoxytoluene), CN(C=O)C1=CC=CC=C1 (N-methyl-N-phenyl-formamide), O=P(Cl)(Cl)Cl (POCl3). The product is COC1=C(C=O)C=C(C(=C1)OC)C (2,4-Dimethoxy-5-methyl-benzaldehyde). RXN SMILES: [CH3:1][O:2][C:3]1[CH:8]=[C:7]([O:9][CH3:10])[CH:6]=[CH:5][C:4]=1[CH3:11].O=P(Cl)(Cl)Cl.CN(C1C=CC=CC=1)[CH:19]=[O:20]>>[CH3:10][O:9][C:7]1[CH:8]=[C:3]([O:2][CH3:1])[C:4]([CH3:11])=[CH:5][C:6]=1[CH:19]=[O:20]. Reported procedure: To a solution of 2,4-dimethoxytoluene (5.50 g, 36.1 mmol) in 55 mL of N-methyl-N-phenyl-formamide was added at 0° C. POCl3 (10.9 mL, 3 eq.), and the mixture was heated for 60 Min. to 80° C. After cooling, the reaction mixture was poured onto crashed ice, the precipitate filtered and washed twice with water/MeOH=8/2 to leave after drying 5.40 g of the title product as light yellow crystals. The reactants are C(C)(=O)OC1C=2N(C3=C(C(=N1)C1=C(C=CC=C1)Cl)C=C(S3)CC)N=C(N2)C(=O)N (4-acetoxy-6-(2-chlorophenyl)-8-ethyl-4H-thieno[3,2-f]-s-triazolo[1,5-a][1,4]diazepine-2-carboxamide). Reagents/catalysts: S(O)(O)(=O)=O (sulfuric acid). Solvent: CO (methanol). Yields the product ClC1=C(C=CC=C1)C1=NC(C=2N(C3=C1C=C(S3)CC)N=C(N2)C(=O)N)OC (6-(2-chlorophenyl)-8-ethyl-4-methoxy-4H-thieno[3,2-f]-s-triazolo[1,5-a][1,4]diazepine-2-carboxamide). As a reaction SMILES: [C:1]([O:4][CH:5]1[N:11]=[C:10]([C:12]2[CH:17]=[CH:16][CH:15]=[CH:14][C:13]=2[Cl:18])[C:9]2[CH:19]=[C:20]([CH2:22][CH3:23])[S:21][C:8]=2[N:7]2[N:24]=[C:25]([C:27]([NH2:29])=[O:28])[N:26]=[C:6]12)(=O)C>S(=O)(=O)(O)O.CO>[Cl:18][C:13]1[CH:14]=[CH:15][CH:16]=[CH:17][C:12]=1[C:10]1[C:9]2[CH:19]=[C:20]([CH2:22][CH3:23])[S:21][C:8]=2[N:7]2[N:24]=[C:25]([C:27]([NH2:29])=[O:28])[N:26]=[C:6]2[CH:5]([O:4][CH3:1])[N:11]=1. Procedure details: To a solution of 0.086 g. of 4-acetoxy-6-(2-chlorophenyl)-8-ethyl-4H-thieno[3,2-f]-s-triazolo[1,5-a][1,4]diazepine-2-carboxamide in 3 ml. of methanol is added one drop of concentrated sulfuric acid and the resulting mixture is refluxed for 5 minutes. After evaporation of the solvent a saturated aqueous sodium hydrogen carbonate solution is added to the residue. The resulting precipitate is collected by filtration to give 6-(2-chlorophenyl)-8-ethyl-4-methoxy-4H-thieno[3,2-f]-s-triazolo[1,5-a][1,4... The reactants are [Br-], O=C(O)CCCCCCCC[P+](c1ccccc1)(c1ccccc1)c1ccccc1, Cl, O=Cc1ccc(F)cc1, [H-], [Na+], C1CCOC1, O. The product is O=C(O)CCCCCCCC=Cc1ccc(F)cc1. As a reaction SMILES: [Br-:3].[C:4](=[O:5])([OH:6])[CH2:7][CH2:8][CH2:9][CH2:10][CH2:11][CH2:12][CH2:13][CH2:14][P+:15]([c:16]1[cH:17][cH:18][cH:19][cH:20][cH:21]1)([c:22]1[cH:23][cH:24][cH:25][cH:26][cH:27]1)[c:28]1[cH:29][cH:30][cH:31][cH:32][cH:33]1.[ClH:43].[F:34][c:35]1[cH:36][cH:37][c:38]([CH:39]=[O:40])[cH:41][cH:42]1.[H-:1].[Na+:2].[O:44]1[CH2:45][CH2:46][CH2:47][CH2:48]1.[OH2:49]>>[C:4](=[O:5])([OH:6])[CH2:7][CH2:8][CH2:9][CH2:10][CH2:11][CH2:12][CH2:13][CH:14]=[CH:39][c:38]1[cH:37][cH:36][c:35]([F:34])[cH:42][cH:41]1. The reactants are C1(CCC1)NS(=O)(=O)N1CCN(CC12CC2)C=2C1=C(N=CN2)NC=C1 (N-cyclobutyl-5-(7H-pyrrolo[2,3-d]pyrimidin-4-yl)-5,8-diazaspiro[2.5]octane-8-sulfonamide), C1(CCC1)NS(=O)(=O)N1CCN(CC12CC2)C=2C1=C(N=CN2)NC=C1 (N-cyclobutyl-5-(7H-pyrrolo[2,3-d]pyrimidin-4-yl)-5,8-diazaspiro[2.5]octane-8-sulfonamide), O(C(=O)OC(C)(C)C)C(=O)OC(C)(C)C (BOC2O), crude mixture, O (water), C(=O)([O-])[O-].[K+].[K+] (K2CO3). The solvent is CN(C)C=O (DMF), CN(C)C=O (DMF). Conditions: temperature 0 celsius, time 16 hour. Product: C1(CCC1)NS(=O)(=O)N1CCN(CC12CC2)C=2C1=C(N=CN2)N(C=C1)C(=O)OC(C)(C)C (tert-butyl 4-[8-(cyclobutylsulfamoyl)-5,8-diazaspiro[2.5]octan-5-yl]pyrrolo[2,3-d]pyrimidine-7-carboxylate). RXN SMILES: [CH:1]1([NH:5][S:6]([N:9]2[C:14]3([CH2:16][CH2:15]3)[CH2:13][N:12]([C:17]3[C:18]4[CH:25]=[CH:24][NH:23][C:19]=4[N:20]=[CH:21][N:22]=3)[CH2:11][CH2:10]2)(=[O:8])=[O:7])[CH2:4][CH2:3][CH2:2]1.C([O-])([O-])=O.[K+].[K+].[O:32](C(OC(C)(C)C)=O)[C:33]([O:35][C:36]([CH3:39])([CH3:38])[CH3:37])=O.O>CN(C=O)C>[CH:1]1([NH:5][S:6]([N:9]2[C:14]3([CH2:15][CH2:16]3)[CH2:13][N:12]([C:17]3[C:18]4[CH:25]=[CH:24][N:23]([C:33]([O:35][C:36]([CH3:39])([CH3:38])[CH3:37])=[O:32])[C:19]=4[N:20]=[CH:21][N:22]=3)[CH2:11][CH2:10]2)(=[O:7])=[O:8])[CH2:4][CH2:3][CH2:2]1 |f:1.2.3|. Procedure details: N-cyclobutyl-5-(7H-pyrrolo[2,3-d]pyrimidin-4-yl)-5,8-diazaspiro[2.5]octane-8-sulfonamide (intermediate 30) (4.4 mmol) was dissolved in dry DMF (15 ml), added K2CO3 (5.28 mmol) and cooled to 0° C. A solution of BOC2O (1.06 g, 4.86 mmol) in dry DMF (5 mL) was added and the reaction mixture was allowed to warm up freely to rt and stirred at rt for 16 h. The crude mixture was treated with water (150 mL) and extracted with EtOAc (3×100 mL). The combined organic phases were washed with H2O (2×50 mL), ...